This data is from the Open Reaction Database (ORD), a public repository of structured organic reaction records. The task is: describe an organic reaction: reactants, conditions, products, and yield Reactants: CCCCCC(=O)Cl, CC(C)(C)c1ccc(COc2cccc(C(=O)Nc3ccccc3S(N)(=O)=O)c2)cc1, CN(C)c1ccncc1, C1CCOC1. As a reaction SMILES: [C:1]([CH2:2][CH2:3][CH2:4][CH2:5][CH3:6])(=[O:7])[Cl:8].[C:9]([CH3:10])([CH3:11])([CH3:12])[c:13]1[cH:14][cH:15][c:16]([CH2:17][O:18][c:19]2[cH:20][c:21]([C:22](=[O:23])[NH:24][c:25]3[c:26]([S:31]([NH2:32])(=[O:33])=[O:34])[cH:27][cH:28][cH:29][cH:30]3)[cH:35][cH:36][cH:37]2)[cH:38][cH:39]1.[CH3:40][N:41]([CH3:42])[c:43]1[cH:44][cH:45][n:46][cH:47][cH:48]1.[O:49]1[CH2:50][CH2:51][CH2:52][CH2:53]1>>[C:1]([CH2:2][CH2:3][CH2:4][CH2:5][CH3:6])(=[O:7])[NH:32][S:31]([c:26]1[c:25]([NH:24][C:22]([c:21]2[cH:20][c:19]([O:18][CH2:17][c:16]3[cH:15][cH:14][c:13]([C:9]([CH3:10])([CH3:11])[CH3:12])[cH:39][cH:38]3)[cH:37][cH:36][cH:35]2)=[O:23])[cH:30][cH:29][cH:28][cH:27]1)(=[O:33])=[O:34]. Product: CCCCCC(=O)NS(=O)(=O)c1ccccc1NC(=O)c1cccc(OCc2ccc(C(C)(C)C)cc2)c1. The reactants are C(#N)C1=NN(C(=C1N(S(=O)(=O)C(F)(F)F)C)N=CN(C)C)C1=C(C=C(C=C1Cl)C(F)(F)F)Cl (N-(3-cyano-1-[2,6-dichloro-4-(trifluoromethyl)phenyl]-5-{[(dimethylamino)methylene]amino}-1H-pyrazol-4-yl)-1,1,1-trifluoro-N-methylmethanesulfonamide), Cl (hydrochloric acid). Run in CO (methanol). Yields the product NC1=C(C(=NN1C1=C(C=C(C=C1Cl)C(F)(F)F)Cl)C#N)N(S(=O)(=O)C(F)(F)F)C (N-{5-amino-3-cyano-1-[2,6-dichloro-4-(trifluoromethyl)phenyl]-1H-pyrazol-4-yl}-1,1,1-trifluoro-N-methylmethanesulfonamide). Yield: 48.4%. RXN SMILES: [C:1]([C:3]1[C:7]([N:8]([CH3:16])[S:9]([C:12]([F:15])([F:14])[F:13])(=[O:11])=[O:10])=[C:6]([N:17]=CN(C)C)[N:5]([C:22]2[C:27]([Cl:28])=[CH:26][C:25]([C:29]([F:32])([F:31])[F:30])=[CH:24][C:23]=2[Cl:33])[N:4]=1)#[N:2].Cl>CO>[NH2:17][C:6]1[N:5]([C:22]2[C:23]([Cl:33])=[CH:24][C:25]([C:29]([F:32])([F:31])[F:30])=[CH:26][C:27]=2[Cl:28])[N:4]=[C:3]([C:1]#[N:2])[C:7]=1[N:8]([CH3:16])[S:9]([C:12]([F:13])([F:15])[F:14])(=[O:11])=[O:10]. Procedure: To a solution of N-(3-cyano-1-[2,6-dichloro-4-(trifluoromethyl)phenyl]-5-{[(dimethylamino)methylene]amino}-1H-pyrazol-4-yl)-1,1,1-trifluoro-N-methylmethanesulfonamide (240 mg, 0.45 mmol) in methanol (7 ml) was added hydrochloric acid (4N, 4 ml) and the reaction mixture was heated at reflux for 4 h. The reaction mixture was concentrated under nitrogen and the residue partitioned between ethyl acetate and water. The two layers were separated and the aqueous layer was extracted with ethyl acetate (... Reactants: SC=1NC=C(N1)C(=O)OCC (ethyl 2-mercapto-1H-imidazole-4-carboxylate), CI (MeI). Run in CC(=O)C (acetone). Reaction conditions: time 10 minute. The product is CSC=1NC=C(N1)C(=O)OCC (ethyl 2-(methylthio)-1H-imidazole-4-carboxylate). Yield: 80.0%. As a reaction SMILES: [SH:1][C:2]1[NH:3][CH:4]=[C:5]([C:7]([O:9][CH2:10][CH3:11])=[O:8])[N:6]=1.[CH3:12]I>CC(C)=O>[CH3:12][S:1][C:2]1[NH:3][CH:4]=[C:5]([C:7]([O:9][CH2:10][CH3:11])=[O:8])[N:6]=1. Procedure details: To a suspension of ethyl 2-mercapto-1H-imidazole-4-carboxylate (4.00 g, 23.3 mmol) in acetone (30 mL) at room temperature, MeI (6 mL, 96.3 mmol) was added. During first 10 min of stirring, the suspension became clear, then it turned cloudy as product began to precipitate out. After being stirred at room temperature overnight, the precipitate was collected, dried on vacuum to give ethyl 2-(methylthio)-1H-imidazole-4-carboxylate (3.47 g). The reactants are Cc1c[nH]c2cc(C(=O)NC(COCC3CCNCC3)c3ccccc3)ccc12, CC(C)=O. Product: Cc1c[nH]c2cc(C(=O)NC(COCC3CCN(C(C)C)CC3)c3ccccc3)ccc12. As a reaction SMILES: [CH3:1][c:2]1[cH:3][nH:4][c:5]2[cH:6][c:7]([C:11](=[O:12])[NH:13][CH:14]([CH2:15][O:16][CH2:17][CH:18]3[CH2:19][CH2:20][NH:21][CH2:22][CH2:23]3)[c:24]3[cH:25][cH:26][cH:27][cH:28][cH:29]3)[cH:8][cH:9][c:10]12.[CH3:30][C:31]([CH3:32])=[O:33]>>[CH3:1][c:2]1[cH:3][nH:4][c:5]2[cH:6][c:7]([C:11](=[O:12])[NH:13][CH:14]([CH2:15][O:16][CH2:17][CH:18]3[CH2:19][CH2:20][N:21]([CH:31]([CH3:30])[CH3:32])[CH2:22][CH2:23]3)[c:24]3[cH:25][cH:26][cH:27][cH:28][cH:29]3)[cH:8][cH:9][c:10]12.